Task: describe an organic reaction: reactants, conditions, products, and yield. Dataset: the Open Reaction Database (ORD), a public repository of structured organic reaction records As a reaction SMILES: [C:1]1([C:7]2[CH2:8][O:9][C:10]3[C:15]([C:16]=2[C:17]2[CH:22]=[CH:21][C:20]([CH:23]=[CH:24][C:25]([OH:27])=O)=[CH:19][CH:18]=2)=[CH:14][CH:13]=[CH:12][CH:11]=3)[CH:6]=[CH:5][CH:4]=[CH:3][CH:2]=1.[CH3:28][S:29]([NH2:32])(=[O:31])=[O:30]>>[C:1]1([C:7]2[CH2:8][O:9][C:10]3[C:15]([C:16]=2[C:17]2[CH:22]=[CH:21][C:20]([CH:23]=[CH:24][C:25]([NH:32][S:29]([CH3:28])(=[O:31])=[O:30])=[O:27])=[CH:19][CH:18]=2)=[CH:14][CH:13]=[CH:12][CH:11]=3)[CH:6]=[CH:5][CH:4]=[CH:3][CH:2]=1. Reactants: C1(=CC=CC=C1)C=1COC2=CC=CC=C2C1C1=CC=C(C=C1)C=CC(=O)O (3-[4-(3-phenyl-2H-chromen-4-yl)-phenyl]-acrylic acid), CS(=O)(=O)N (methylsulfonamide). Product: C1(=CC=CC=C1)C=1COC2=CC=CC=C2C1C1=CC=C(C=C1)C=CC(=O)NS(=O)(=O)C (N-{3-[4-(3-phenyl-2H-chromen-4-yl)-phenyl]-acryloyl}-methanesulfonamide). Reported procedure: Prepared from the coupling of 3d and methylsulfonamide by the method described in Procedure 1, Method A. Yield (35%); ESI m/z: 430 (M−H−, 100%). Starting materials: [H-].[H-].[H-].[H-].[Li+].[Al+3] (LAH), C(C)C1=CC=C(C=C1)C1=NSC(=C1COC1=C(C(=C(C=C1F)CCC(=O)OCC)F)F)C(F)(F)F (ethyl 3-(4-((3-(4-ethylphenyl)-5-(trifluoromethyl)isothiazol-4-yl)methoxy)-2,3,5-trifluorophenyl)propanoate). The product is C(C)C1=CC=C(C=C1)C1=NSC(=C1COC1=C(C(=C(C=C1F)CCCO)F)F)C(F)(F)F (3-(4-((3-(4-ethylphenyl)-5-(trifluoromethyl)isothiazol-4-yl)methoxy)-2,3,5-trifluorophenyl)propan-1-ol). RXN SMILES: [H-].[H-].[H-].[H-].[Li+].[Al+3].[CH2:7]([C:9]1[CH:14]=[CH:13][C:12]([C:15]2[C:19]([CH2:20][O:21][C:22]3[C:27]([F:28])=[CH:26][C:25]([CH2:29][CH2:30][C:31](OCC)=[O:32])=[C:24]([F:36])[C:23]=3[F:37])=[C:18]([C:38]([F:41])([F:40])[F:39])[S:17][N:16]=2)=[CH:11][CH:10]=1)[CH3:8]>>[CH2:7]([C:9]1[CH:14]=[CH:13][C:12]([C:15]2[C:19]([CH2:20][O:21][C:22]3[C:27]([F:28])=[CH:26][C:25]([CH2:29][CH2:30][CH2:31][OH:32])=[C:24]([F:36])[C:23]=3[F:37])=[C:18]([C:38]([F:39])([F:40])[F:41])[S:17][N:16]=2)=[CH:11][CH:10]=1)[CH3:8] |f:0.1.2.3.4.5|. Reported procedure: The title compound was prepared according to the procedure described in Example 111 by LAH reduction of ethyl 3-(4-((3-(4-ethylphenyl)-5-(trifluoromethyl)isothiazol-4-yl)methoxy)-2,3,5-trifluorophenyl)propanoate to afford the desired product as an off-white solid. 1H NMR (400 MHz, CDCl3) δ 7.75 (d, J=7.5 Hz, 2H), 7.84 (d, J=7.8 Hz, 2H), 6.76 (m, 1H), 3.70 (t, J=8.5 Hz, 2H), 2.74 (m, 4H), 1.85 (m, 2H), 1.52 (br, s, 1H), 1.27 (t, J=9.5 Hz, 3H). Reactants: CN, O=C(Nc1ccc(Oc2cc(Cl)ncn2)cc1)Nc1cccc(C(F)(F)F)c1. The product is CNc1cc(Oc2ccc(NC(=O)Nc3cccc(C(F)(F)F)c3)cc2)ncn1. As a reaction SMILES: [CH3:29][NH2:30].[Cl:1][c:2]1[cH:3][c:4]([O:8][c:9]2[cH:10][cH:11][c:12]([NH:15][C:16](=[O:17])[NH:18][c:19]3[cH:20][c:21]([C:25]([F:26])([F:27])[F:28])[cH:22][cH:23][cH:24]3)[cH:13][cH:14]2)[n:5][cH:6][n:7]1>>[c:2]1([NH:30][CH3:29])[cH:3][c:4]([O:8][c:9]2[cH:10][cH:11][c:12]([NH:15][C:16](=[O:17])[NH:18][c:19]3[cH:20][c:21]([C:25]([F:26])([F:27])[F:28])[cH:22][cH:23][cH:24]3)[cH:13][cH:14]2)[n:5][cH:6][n:7]1. The reactants are FC=1C(=NC=C(C(=O)O)C1)OCC(F)(F)F (5-fluoro-6-(2,2,2-trifluoroethoxy)nicotinic acid), CCCCCCCCCCCCN (Amine-12). The product is FC=1C(=NC=C(C(=O)OC)C1)OCC(F)(F)F (methyl 5-fluoro-6-(2,2,2-trifluoroethoxy)nicotinate). The yield is 55.0%. Reaction SMILES: [F:1][C:2]1[C:3]([O:11][CH2:12][C:13]([F:16])([F:15])[F:14])=[N:4][CH:5]=[C:6]([CH:10]=1)[C:7]([OH:9])=[O:8].[CH3:17]CCCCCCCCCCCN>>[F:1][C:2]1[C:3]([O:11][CH2:12][C:13]([F:15])([F:16])[F:14])=[N:4][CH:5]=[C:6]([CH:10]=1)[C:7]([O:9][CH3:17])=[O:8]. Procedure details: The title compound is prepared in 55% yield (1.74 g, white solid) from 5-fluoro-6-(2,2,2-trifluoroethoxy)nicotinic acid (3.0 g, 12.6 mmol, Step-1) in a similar manner to Step-2 of Amine-12.